From a dataset of the Open Reaction Database (ORD), a public repository of structured organic reaction records. describe an organic reaction: reactants, conditions, products, and yield Reactants: C1(=CC=CC=C1)OC(NC=1N(CC=2CCCCC2C1)OC)=O (Phenyl-N-(2-methoxy-5,6,7,8-tetrahydroisoquinolin-3-yl)carbamate), ClC=1C=C(C=CC1)N1CCNCC1 (1-(3-chlorophenyl)piperazine). The product is CON1CC=2CCCCC2C=C1NC(=O)N1CCN(CC1)C1=CC(=CC=C1)Cl (1-[(2-methoxy-5,6,7,8-tetrahydroisoquinolin-3-yl)aminocarbonyl]-4-(3-chlorophenyl)piperazine). Yield: 69.0%. RXN SMILES: C1(O[C:8](=[O:22])[NH:9][C:10]2[N:11]([O:20][CH3:21])[CH2:12][C:13]3[CH2:14][CH2:15][CH2:16][CH2:17][C:18]=3[CH:19]=2)C=CC=CC=1.[Cl:23][C:24]1[CH:25]=[C:26]([N:30]2[CH2:35][CH2:34][NH:33][CH2:32][CH2:31]2)[CH:27]=[CH:28][CH:29]=1>>[CH3:21][O:20][N:11]1[C:10]([NH:9][C:8]([N:33]2[CH2:32][CH2:31][N:30]([C:26]3[CH:27]=[CH:28][CH:29]=[C:24]([Cl:23])[CH:25]=3)[CH2:35][CH2:34]2)=[O:22])=[CH:19][C:18]2[CH2:17][CH2:16][CH2:15][CH2:14][C:13]=2[CH2:12]1. Procedure details: Phenyl-N-(2-methoxy-5,6,7,8-tetrahydroisoquinolin-3-yl)carbamate and 1-(3-chlorophenyl)piperazine were reacted by the same way with the example 1 to obtain the titled compound. Starting materials: O=C(c1ccc(Br)nc1)N1CCC2(CC1)OCCO2, N#C[Cu], CN(C)C=O, O. Product: N#Cc1ccc(C(=O)N2CCC3(CC2)OCCO3)cn1. RXN SMILES: [CH2:4]1[CH2:5][O:6][C:7]2([CH2:8][CH2:9][N:10]([C:13](=[O:14])[c:15]3[cH:16][n:17][c:18]([Br:21])[cH:19][cH:20]3)[CH2:11][CH2:12]2)[O:22]1.[Cu:1][C:2]#[N:3].[O:23]=[CH:24][N:25]([CH3:26])[CH3:27].[OH2:28]>>[C:2](#[N:3])[c:18]1[n:17][cH:16][c:15]([C:13]([N:10]2[CH2:9][CH2:8][C:7]3([O:6][CH2:5][CH2:4][O:22]3)[CH2:12][CH2:11]2)=[O:14])[cH:20][cH:19]1. The reactants are CC=1C=NC=2CCCCC2C1 (5,6,7,8-tetrahydro-3-methylquinoline), OC=1C=C(C=O)C=CC1O (3,4-dihydroxybenzaldehyde). The reagents and catalysts are [Cl-].[Cl-].[Zn+2] (ZnCl2). The solvent is C(C)(=O)OC(C)=O (acetic anhydride), C(C)(=O)OC(C)=O (acetic anhydride). The product is C(C)(=O)OC=1C=C(\C=C\2/CCCC=3C=C(C=NC23)C)C=CC1OC(C)=O (E-8-(3,4-Diacetoxybenzylidene)-5,6,7,8-tetrahydro-3-methylquinoline). As a reaction SMILES: [CH3:1][C:2]1[CH:3]=[N:4][C:5]2[CH2:6][CH2:7][CH2:8][CH2:9][C:10]=2[CH:11]=1.[OH:12][C:13]1[CH:14]=[C:15]([CH:18]=[CH:19][C:20]=1[OH:21])[CH:16]=O>[Cl-].[Cl-].[Zn+2].C(OC(=O)C)(=O)C>[C:13]([O:12][C:13]1[CH:14]=[C:15]([CH:18]=[CH:19][C:20]=1[O:21][C:20](=[O:21])[CH3:19])/[CH:16]=[C:6]1\[CH2:7][CH2:8][CH2:9][C:10]2[CH:11]=[C:2]([CH3:1])[CH:3]=[N:4][C:5]\1=2)(=[O:12])[CH3:14] |f:2.3.4|. Reported procedure: A mixture of 5,6,7,8-tetrahydro-3-methylquinoline (20 ml), 3,4-dihydroxybenzaldehyde (20 g) and acetic anhydride (50 ml) was heated at 100° for 48 hours. Further acetic anhydride (50 ml) and ZnCl2 (1 g) were added and the mixture was heated at reflux for 16 hours. The solvent was removed by evaporation, the residue was neutralised (Na2CO3) in the presence of ethyl acetate and extracted with ethyl acetate. The ethyl acetate solution was extracted with 2N HCl and this extract was washed with ethyl... Starting materials: C(Cl)Cl (methylene chloride), C(C)OC(=O)C=1N(C(=C(C1C1=CC=C(C=C1)Br)C#N)Br)C (5-bromo-3-(4-bromo-phenyl)-4-cyano-1-methyl-1H-pyrrole-2-carboxylic acid ethyl ester), O (H2O), [C-]#N.[K+] (potassium cyanide). Solvent: CS(=O)C (DMSO). Conditions: temperature 80 celsius. Yields the product C(C)OC(=O)C=1N(C(=C(C1C1=CC=C(C=C1)Br)C#N)C#N)C (3-(4-Bromo-phenyl)-4,5-dicyano-1-methyl-1H-pyrrole-2-carboxylic acid ethyl ester). Yield: 90.0%. As a reaction SMILES: [CH2:1]([O:3][C:4]([C:6]1[N:7]([CH3:21])[C:8](Br)=[C:9]([C:18]#[N:19])[C:10]=1[C:11]1[CH:16]=[CH:15][C:14]([Br:17])=[CH:13][CH:12]=1)=[O:5])[CH3:2].[C-:22]#[N:23].[K+].O.C(Cl)Cl>CS(C)=O>[CH2:1]([O:3][C:4]([C:6]1[N:7]([CH3:21])[C:8]([C:22]#[N:23])=[C:9]([C:18]#[N:19])[C:10]=1[C:11]1[CH:16]=[CH:15][C:14]([Br:17])=[CH:13][CH:12]=1)=[O:5])[CH3:2] |f:1.2|. Reported procedure: Dissolve 5-bromo-3-(4-bromo-phenyl)-4-cyano-1-methyl-1H-pyrrole-2-carboxylic acid ethyl ester (205 mg, 0.500 mmol, prepared in example E-265) in DMSO (2.5 mL). Add potassium cyanide (325 mg, 5.0 mmol) to the mixture. Heat the mixture at 80° C. for 16 h. Add H2O (30 mL) and methylene chloride (30 mL) into the reaction mixture. Extract with H2O (5×30 mL). Combine the organic layers, dry over magnesium sulfate, filter, and concentrate under reduced pressure. Purify by flash chromatography (elution ... The reactants are IC (iodomethane), C1(CCC1)C(=O)OCC (ethyl cyclobutanecarboxylate), [Li+].CC(C)[N-]C(C)C (LDA). Solvent: C1CCOC1 (THF), C1CCOC1 (THF). Conditions: temperature 0 celsius, time 8 hour. Product: CC1(CCC1)C(=O)OCC (ethyl 1-methylcyclobutanecarboxylate). As a reaction SMILES: [CH:1]1([C:5]([O:7][CH2:8][CH3:9])=[O:6])[CH2:4][CH2:3][CH2:2]1.[Li+].[CH3:11]C([N-]C(C)C)C.IC>C1COCC1>[CH3:11][C:1]1([C:5]([O:7][CH2:8][CH3:9])=[O:6])[CH2:4][CH2:3][CH2:2]1 |f:1.2|. Procedure: A solution of ethyl cyclobutanecarboxylate (20.0 g, 156.0 mmol) in THF (160 mL) was added dropwise to a cold (−78° C.) solution of LDA (164 mmol of 2M solution) in THF (40 mL). The solution was warmed to 0° C. and then cooled again to −40° C. before the addition of iodomethane (10.2 mL, 163.8 mmol). The solution was slowly warmed to room temperature and stirred overnight. The reaction was quenched with an aqueous saturated solution of ammonium chloride and ether was added. The layers were separa...